From a dataset of the Open Reaction Database (ORD), a public repository of structured organic reaction records. describe an organic reaction: reactants, conditions, products, and yield Reactants: C1(=CC=CC=C1)P(C1=CC=CC=C1)C1=CC=CC=C1 (triphenylphosphine), N(=[N+]=[N-])\C(\C(=O)OCC)=C/C=C/C1=CC=C(C=C1)C (Ethyl (2Z,4E)-2-azido-5-(4-methylphenyl)penta-2,4-dienoate). The solvent is C(C)OCC (diethyl ether). Yields the product C(C)OC(=O)C(N=P(C1=CC=CC=C1)(C1=CC=CC=C1)C1=CC=CC=C1)=CC=CC1=CC=C(C=C1)C (3-Ethoxycarbonyl-1,1,1-triphenyl-6-(4-methylphenyl)-2-aza-1λ5-phosphahexa-1,3,5-triene). RXN SMILES: [C:1]1([P:7]([C:14]2[CH:19]=[CH:18][CH:17]=[CH:16][CH:15]=2)[C:8]2[CH:13]=[CH:12][CH:11]=[CH:10][CH:9]=2)[CH:6]=[CH:5][CH:4]=[CH:3][CH:2]=1.[N:20](/[C:23](=[CH:29]\[CH:30]=[CH:31]\[C:32]1[CH:37]=[CH:36][C:35]([CH3:38])=[CH:34][CH:33]=1)/[C:24]([O:26][CH2:27][CH3:28])=[O:25])=[N+]=[N-]>C(OCC)C>[CH2:27]([O:26][C:24]([C:23](=[CH:29][CH:30]=[CH:31][C:32]1[CH:33]=[CH:34][C:35]([CH3:38])=[CH:36][CH:37]=1)[N:20]=[P:7]([C:1]1[CH:2]=[CH:3][CH:4]=[CH:5][CH:6]=1)([C:8]1[CH:13]=[CH:12][CH:11]=[CH:10][CH:9]=1)[C:14]1[CH:15]=[CH:16][CH:17]=[CH:18][CH:19]=1)=[O:25])[CH3:28]. Reported procedure: Following General Procedure J, triphenylphosphine (1.5 g, 5.8 mmol) ethyl (2Z,4E)-2-azido-5-(4-methylphenyl)penta-2,4-dienoate (Compound 45, 1.5 g, 5.8 mmol) in diethyl ether (50 ml) were reacted to produce the title compound as a yellow solid. The reactants are CC1=NC(=NO1)C1=C(N=C(S1)N)C1=CC=CC=C1 (5-(5-methyl-[1,2,4]oxadiazol-3-yl)-4-phenyl-thiazol-2-ylamine), C1(CCCC1)CC(=O)Cl (cyclopentyl-acetyl chloride). The product is C1(CCCC1)CC(=O)NC=1SC(=C(N1)C1=CC=CC=C1)C1=NOC(=N1)C (2-Cyclopentyl-N-[5-(5-methyl-[1,2,4]oxadiazol-3-yl)-4-phenyl-thiazol-2-yl]-acetamide). RXN SMILES: [CH3:1][C:2]1[O:6][N:5]=[C:4]([C:7]2[S:11][C:10]([NH2:12])=[N:9][C:8]=2[C:13]2[CH:18]=[CH:17][CH:16]=[CH:15][CH:14]=2)[N:3]=1.[CH:19]1([CH2:24][C:25](Cl)=[O:26])[CH2:23][CH2:22][CH2:21][CH2:20]1>>[CH:19]1([CH2:24][C:25]([NH:12][C:10]2[S:11][C:7]([C:4]3[N:3]=[C:2]([CH3:1])[O:6][N:5]=3)=[C:8]([C:13]3[CH:14]=[CH:15][CH:16]=[CH:17][CH:18]=3)[N:9]=2)=[O:26])[CH2:23][CH2:22][CH2:21][CH2:20]1. Procedure: Prepared from 5-(5-methyl-[1,2,4]oxadiazol-3-yl)-4-phenyl-thiazol-2-ylamine and cyclopentyl-acetyl chloride. Starting materials: C(C1=CC=CC=C1)OC1=CC=2CC[C@H]3[C@@H]4C[C@H]([C@@H]([C@@]4(C)CC[C@@H]3C2C=C1)O)CCC(=O)O (3-(3-Benzyloxy-17β-hydroxyestra-1,3,5(10)-trien-16α-yl)propanoic acid), CO (MeOH). Product: C(C1=CC=CC=C1)OC1=CC=2CC[C@H]3[C@@H]4C[C@H]([C@@H]([C@@]4(C)CC[C@@H]3C2C=C1)O)CCC(=O)OC (Methyl 3-(3-benzyloxy-17β-hydroxyestra-1,3,5(10)-trien-16α-yl)propanoate). RXN SMILES: [CH2:1]([O:8][C:9]1[CH:26]=[CH:25][C:24]2[C@@H:23]3[C@H:14]([C@H:15]4[C@@:19]([CH2:21][CH2:22]3)([CH3:20])[C@@H:18]([OH:27])[C@H:17]([CH2:28][CH2:29][C:30]([OH:32])=[O:31])[CH2:16]4)[CH2:13][CH2:12][C:11]=2[CH:10]=1)[C:2]1[CH:7]=[CH:6][CH:5]=[CH:4][CH:3]=1.[CH3:33]O>>[CH2:1]([O:8][C:9]1[CH:26]=[CH:25][C:24]2[C@@H:23]3[C@H:14]([C@H:15]4[C@@:19]([CH2:21][CH2:22]3)([CH3:20])[C@@H:18]([OH:27])[C@H:17]([CH2:28][CH2:29][C:30]([O:32][CH3:33])=[O:31])[CH2:16]4)[CH2:13][CH2:12][C:11]=2[CH:10]=1)[C:2]1[CH:7]=[CH:6][CH:5]=[CH:4][CH:3]=1. Procedure: Compound 33 was prepared by esterification of crude 32 (436 mg) with MeOH as described for the preparation of 9. Purification of the residue by flash chromatography on a 3×21 cm column of silica gel using hexanes/EtOAc (2:1) as eluent gave 268 mg (52%, three steps) 33 as a white solid. Data for 33: TLC, T-5, Rf0.76. 1H NMR (500 MHz, CDCl3) δ 0.81 (s, 3H, H-1 8), 2.84 (m, 2H, H-6), 3.31 (d, 1H, J=7.3 Hz, H-17α), 3.69 (s, 3H, OCH3), 5.04 (s, 2H, benzylic), 6.72 (d, 1H, J=2.8 Hz, H-4), 6.79 (dd, 1H... Reactants: [OH-].[Na+] (NaOH), COC1=CC(=C(C=C1)S)C (4-methoxy-2-methylbenzenethiol), ClCCC(=O)O (3-chloropropionic acid), [F-].[Cs+] (CsF). Solvent: CC#N (CH3CN). The product is CC1=C(C=CC(=C1)OC)SCCC(=O)O (3-[(2-methyl-4-methoxyphenyl)thio]propanoic acid). As a reaction SMILES: [CH3:1][O:2][C:3]1[CH:8]=[CH:7][C:6]([SH:9])=[C:5]([CH3:10])[CH:4]=1.Cl[CH2:12][CH2:13][C:14]([OH:16])=[O:15].[F-].[Cs+].[OH-].[Na+]>CC#N>[CH3:10][C:5]1[CH:4]=[C:3]([O:2][CH3:1])[CH:8]=[CH:7][C:6]=1[S:9][CH2:12][CH2:13][C:14]([OH:16])=[O:15] |f:2.3,4.5|. Procedure: A mixture of 16.1 g 4-methoxy-2-methylbenzenethiol, 20 g 3-chloropropionic acid and 31.5 g CsF in 200 ml CH3CN is refluxed 40 hours. The cooled reaction mixture is poured into 200 ml 1N NaOH, and washed with 500 ml ether. The aqueous phase is acidified with 12N HCl and extracted with three 100 ml portions of CH2Cl2. The combined extracts are washed to 100 ml brine, dried over Na2SO4, filtered and evaporated to dryness in vacuo to afford 3-[(2-methyl-4-methoxyphenyl)thio]propanoic acid. Reactants: CC(C)C(=O)NC1CCc2c(c3cc(Br)ccc3n2Cc2cccc(F)c2)C1, O=C([O-])[O-], CC(=O)[O-], CC(=O)[O-], CNC, CC(C)(C)[O-], Cc1ccccc1, [K+], [K+], [Na+], [Pd+2]. The product is CC(C)C(=O)NC1CCc2c(c3cc(N(C)C)ccc3n2Cc2cccc(F)c2)C1. Reaction SMILES: [Br:1][c:2]1[cH:3][c:4]2[c:5]3[c:10]([n:11]([CH2:15][c:16]4[cH:17][c:18]([F:22])[cH:19][cH:20][cH:21]4)[c:12]2[cH:13][cH:14]1)[CH2:9][CH2:8][CH:7]([NH:23][C:24]([CH:25]([CH3:26])[CH3:27])=[O:28])[CH2:6]3.[C:45](=[O:46])([O-:47])[O-:48].[C:51]([O-:52])(=[O:53])[CH3:54].[C:56]([O-:57])(=[O:58])[CH3:59].[CH3:29][NH:30][CH3:31].[CH3:32][C:33]([CH3:34])([O-:35])[CH3:36].[CH3:38][c:39]1[cH:40][cH:41][cH:42][cH:43][cH:44]1.[K+:49].[K+:50].[Na+:37].[Pd+2:55]>>[c:2]1([N:30]([CH3:29])[CH3:31])[cH:3][c:4]2[c:5]3[c:10]([n:11]([CH2:15][c:16]4[cH:17][c:18]([F:22])[cH:19][cH:20][cH:21]4)[c:12]2[cH:13][cH:14]1)[CH2:9][CH2:8][CH:7]([NH:23][C:24]([CH:25]([CH3:26])[CH3:27])=[O:28])[CH2:6]3.